Dataset: the Open Reaction Database (ORD), a public repository of structured organic reaction records. Task: describe an organic reaction: reactants, conditions, products, and yield The reactants are Clc1ccc(Br)cc1, [Li]CCCC, CCCCCC, [Cl-], C[Si](C)(Cl)CCl, [Li+], C1CCOC1. Product: C[Si](C)(CCl)c1ccc(Cl)cc1. As a reaction SMILES: [Br:1][c:2]1[cH:3][cH:4][c:5]([Cl:8])[cH:6][cH:7]1.[CH2:15]([Li:16])[CH2:17][CH2:18][CH3:19].[CH3:25][CH2:26][CH2:27][CH2:28][CH2:29][CH3:30].[Cl-:32].[Cl:9][Si:10]([CH3:11])([CH3:12])[CH2:13][Cl:14].[Li+:31].[O:20]1[CH2:21][CH2:22][CH2:23][CH2:24]1>>[c:2]1([Si:10]([CH3:11])([CH3:12])[CH2:13][Cl:14])[cH:3][cH:4][c:5]([Cl:8])[cH:6][cH:7]1. Starting materials: C(C)OCC(=O)Cl (Ethoxyacetyl chloride), CNC(NN)=S (4-methylthiosemicarbazide). Solvent: N1=CC=CC=C1 (pyridine). Reaction conditions: time 18 hour. Yields the product C(C)OCC1N=NC(N1C)=S (3-ethoxymethyl-4-methyl-1,2,4-triazoline-5-thione). The yield is 65.8%. RXN SMILES: [CH2:1]([O:3][CH2:4][C:5](Cl)=O)[CH3:2].[CH3:8][NH:9][C:10](=[S:13])[NH:11][NH2:12]>N1C=CC=CC=1>[CH2:1]([O:3][CH2:4][CH:5]1[N:9]([CH3:8])[C:10](=[S:13])[N:11]=[N:12]1)[CH3:2]. Procedure: Ethoxyacetyl chloride (57 g) was added slowly to a stirred solution of 4-methylthiosemicarbazide (53.5 g) in dry pyridine (500 ml) at 0°-5°. The mixture was allowed to attain room temperature and stirring was continued for 18 hours. Following concentration under reduced pressure the residue was treated with a solution of sodium (21.4 g) in ethanol (500 ml) and the mixture was heated under reflux for 24 hours. Following concentration and acidification with hydrochloric acid a solid was obtained. ... Reactants: ClC1=C(C=C(C=C1)[N+](=O)[O-])OCC1CC1 (1-chloro-2-cyclopropylmethoxy-4-nitro-benzene), Cl (hydrochloride), [OH-].[Na+] (sodium hydroxide), S(=O)([O-])S(=O)[O-].[Na+].[Na+] (sodium dithionite). Run in C(C)O (ethanol), O (water). Reaction conditions: temperature 80 celsius. Yields the product ClC1=C(C=C(C=C1)N)OCC1CC1 (4-chloro-3-cyclopropylmethoxy-phenylamine), material. RXN SMILES: [Cl:1][C:2]1[CH:7]=[CH:6][C:5]([N+:8]([O-])=O)=[CH:4][C:3]=1[O:11][CH2:12][CH:13]1[CH2:15][CH2:14]1.S(S([O-])=O)([O-])=O.[Na+].[Na+].Cl.[OH-].[Na+]>C(O)C.O>[Cl:1][C:2]1[CH:7]=[CH:6][C:5]([NH2:8])=[CH:4][C:3]=1[O:11][CH2:12][CH:13]1[CH2:14][CH2:15]1 |f:1.2.3,5.6|. Procedure: 1-chloro-2-cyclopropylmethoxy-4-nitro-benzene (2.3 g, 10 mmol) was dissolved in ethanol (30 ml) and water (30 ml), and then sodium dithionite was gradually added thereto. This was stirred at 80° C. for four and half hours. After cooling it to room temperature, an aqueous solution of 5 M hydrochloride (40 ml) was added to the reaction mixture. This was stirred at room temperature for one hour. Then, an aqueous solution (42 ml) of 5 M sodium hydroxide was added, and the solution was alkalinized an... The reactants are OCCCCNC1=C(C=CC=C1)N (2-(4-Hydroxybutylamino)phenylamine), Cl.C(C)(OCC)=N (ethyl acetimidate hydrochloride). Solvent: C(C)O (ethanol). Conditions: time 2 hour. Yields the product CC1=NC2=C(N1CCCCO)C=CC=C2 (4-(2-Methylbenzimidazol-1-yl)butanol). The yield is 68.6%. RXN SMILES: [OH:1][CH2:2][CH2:3][CH2:4][CH2:5][NH:6][C:7]1[CH:12]=[CH:11][CH:10]=[CH:9][C:8]=1[NH2:13].Cl.[C:15](=N)(OCC)[CH3:16]>C(O)C>[CH3:15][C:16]1[N:6]([CH2:5][CH2:4][CH2:3][CH2:2][OH:1])[C:7]2[CH:12]=[CH:11][CH:10]=[CH:9][C:8]=2[N:13]=1 |f:1.2|. Reported procedure: 2-(4-Hydroxybutylamino)phenylamine (3.6 g) and ethyl acetimidate hydrochloride (3.7 g) was dissolved in ethanol (20 ml) and stirred at room temperature for 11/2 hours. The mixture was evaporated under vacuum and the residue partitioned between ethyl acetate (30 ml) and water (20 ml). The organic phase was separated, dried over Na2SO4, filtered and evaporated to give the title compound as a brown oil (2.8 g). Starting materials: BrC=1C=CC(NC1)=O (5-bromo-2(1h)-pyridone), [H-].[Na+] (NaH), C(=O)(OC(C)(C)C)NCCBr (2-(boc-amino) ethyl bromide). Solvent: CN(C)C=O (DMF). Conditions: temperature 23 celsius, time 10 minute. The product is BrC=1C=CC(N(C1)CCNC(OC(C)(C)C)=O)=O (tert-Butyl 2-(5-bromo-2-oxopyridin-1(2H)-yl)ethylcarbamate). As a reaction SMILES: [Br:1][C:2]1[CH:3]=[CH:4][C:5](=[O:8])[NH:6][CH:7]=1.[H-].[Na+].[C:11]([NH:18][CH2:19][CH2:20]Br)([O:13][C:14]([CH3:17])([CH3:16])[CH3:15])=[O:12]>CN(C=O)C>[Br:1][C:2]1[CH:3]=[CH:4][C:5](=[O:8])[N:6]([CH2:20][CH2:19][NH:18][C:11](=[O:12])[O:13][C:14]([CH3:17])([CH3:16])[CH3:15])[CH:7]=1 |f:1.2|. Procedure details: To a stirring solution of 5-bromo-2(1h)-pyridone (550 mg, 3161 μmol) in DMF (5 mL) under nitrogen was added NaH (60% dispersion in mineral oil; 152 mg, 6322 μmol). After for 10 min, 2-(boc-amino) ethyl bromide (779 mg, 3477 μmol) was added. The mixture was stirred for 18 h at 23° C. The mixture was partitioned between CH2Cl2 and 5% NaHCO3. The aqueous was extracted with CH2Cl2 (10 mL) twice. The combined organics were dried over MgSO then concentrated to a solid from toluene under reduced pressu... Reactants: N([C@@H](CN)C(=O)C(=O)OCC1=CC=CC=C1)C(=O)OCC1C2=CC=CC=C2C2=CC=CC=C12 (Fmoc-Dap-Z), C(C)NCC (diethylamine). Run in C(Cl)Cl (CH2Cl2). Reaction conditions: time 8 hour. The product is N[C@@H](CN)C(=O)C(=O)OCC1=CC=CC=C1 (Dap-Z). Reaction SMILES: [NH:1](C(OCC1C2C(=CC=CC=2)C2C1=CC=CC=2)=O)[C@H:2]([C:5]([C:7]([O:9][CH2:10][C:11]1[CH:16]=[CH:15][CH:14]=[CH:13][CH:12]=1)=[O:8])=[O:6])[CH2:3][NH2:4].C(NCC)C>C(Cl)Cl>[NH2:1][C@H:2]([C:5]([C:7]([O:9][CH2:10][C:11]1[CH:16]=[CH:15][CH:14]=[CH:13][CH:12]=1)=[O:8])=[O:6])[CH2:3][NH2:4]. Reported procedure: A 1-L round bottom flask is charged with Fmoc-Dap-Z, CH2Cl2 (122 mL) and diethylamine (61 mL, Acros). The solution is stirred at room temperature and the completion monitored by HPLC. After 7h, the mixture is concentrated (bath temp. <30° C.). The residue is suspended in CH2Cl2 (300 mL) and concentrated. This is repeated twice. To the residue is added MeOH (20 mL) and CH2Cl2 (300 mL), and the solution is concentrated. The residue is suspended in CH2Cl2 (100 mL) and toluene (400 mL), concentrated... Yields the product C(C)(=O)OCC=1C=C(C=C2C(=C(C=NC12)C(=O)OCC)O)C (Ethyl 8-((Acetyloxy)methyl)-4-hydroxy-6-methyl-3-quinolinecarboxylate). Reactants: OCC1=C(NC=C(C(=O)OCC)C(=O)OCC)C=CC(=C1)C (diethyl 2-((2-(hydroxymethyl)-4-methylanilino)methylene)malonate), C(C)(=O)OC(C)=O (acetic anhydride). As a reaction SMILES: [OH:1][CH2:2][C:3]1[CH:21]=[C:20]([CH3:22])[CH:19]=[CH:18][C:4]=1[NH:5][CH:6]=[C:7]([C:13]([O:15]CC)=O)[C:8]([O:10][CH2:11][CH3:12])=[O:9].[C:23](OC(=O)C)(=[O:25])[CH3:24]>>[C:23]([O:1][CH2:2][C:3]1[CH:21]=[C:20]([CH3:22])[CH:19]=[C:18]2[C:4]=1[N:5]=[CH:6][C:7]([C:8]([O:10][CH2:11][CH3:12])=[O:9])=[C:13]2[OH:15])(=[O:25])[CH3:24]. Procedure details: A mixture of diethyl 2-((2-(hydroxymethyl)-4-methylanilino)methylene)malonate (Preparation 24, 5.0 g) and acetic anhydride (5.0 mL) is heated at 130° C. for 1 h. The acetic anhydride is evaporated, and the residual solid is heated at reflux in diphenyl ether (20 ml) for 1 h. The solution is cooled and diluted with acetonitrile (5 mL) and ether (15 mL). The resulting precipitate is filtered to afford 1.8 g of the title compound. Run at temperature 130 celsius. Reactants: C(C1=CC=CC=C1)N1CC=2N=C(N=C(C2CC1)N1CCOCC1)C1=CC=C(N)C=C1 (4-(7-Benzyl-4-morpholino-5,6,7,8-tetrahydropyrido[3,4-d]pyrimidin-2-yl)aniline), ClC1=CC(N(C(N1)=O)C)=O (6-chloro-3-methylpyrimidine-2,4(1H,3H)-dione), O1CCOCC1 (1,4-Dioxane). Yields the product C(C1=CC=CC=C1)N1CC2=C(N=C(N=C2N2CCOCC2)C2=CC=C(C=C2)NC2=CC(N(C(N2)=O)C)=O)CC1 (6-(4-(6-benzyl-4-morpholino-5,6,7,8-tetrahydropyrido[4,3-d]pyrimidin-2-yl)phenylamino)-3-methylpyrimidine-2,4(1H,3H)-dione). Reaction SMILES: C(N1CC[C:15]2[C:14]([N:18]3[CH2:23][CH2:22][O:21][CH2:20][CH2:19]3)=[N:13][C:12]([C:24]3[CH:30]=[CH:29][C:27]([NH2:28])=[CH:26][CH:25]=3)=[N:11][C:10]=2C1)C1C=CC=CC=1.Cl[C:32]1[NH:37][C:36](=[O:38])[N:35]([CH3:39])[C:34](=[O:40])[CH:33]=1.O1[CH2:46][CH2:45]OCC1>>[CH2:12]([N:11]1[CH2:46][CH2:45][C:10]2[N:11]=[C:12]([C:24]3[CH:30]=[CH:29][C:27]([NH:28][C:32]4[NH:37][C:36](=[O:38])[N:35]([CH3:39])[C:34](=[O:40])[CH:33]=4)=[CH:26][CH:25]=3)[N:13]=[C:14]([N:18]3[CH2:19][CH2:20][O:21][CH2:22][CH2:23]3)[C:15]=2[CH2:10]1)[C:24]1[CH:30]=[CH:29][CH:27]=[CH:26][CH:25]=1. Procedure details: 4-(7-Benzyl-4-morpholino-5,6,7,8-tetrahydropyrido[3,4-d]pyrimidin-2-yl)aniline (0.0500 g, 0.000124 mol) Palladium(II) acetate (0.0043 g, 0.000019 mol) Cesium Carbonate (0.0921 g, 0.000283 mol) 4,5-bis(diphenylphosphino)-9,9-dimethylxanthene (0.0255 g, 0.0000441 mol) and 6-chloro-3-methylpyrimidine-2,4(1H,3H)-dione (0.0321 g, 0.000200 mol) were combined, nitrogen purged three times, added dry 1,4-Dioxane (0.88 mL, 0.011 mol) The reaction was microwaved on 300 watts, 120° C. for 160 minutes on a C... Reactants: BrC1C(N(CCCC1)CC1=CC=C(C=C1)OC)=O (3-bromo-1-(4-methoxybenzyl)azepan-2-one), CC=1C=C(C=C(C1)C1=CN=CS1)NC1=NC=CC(=N1)C(F)(F)F (N-[3-methyl-5-(1,3-thiazol-5-yl)phenyl]-4-(trifluoromethyl)pyrimidin-2-amine), CC=1C=C(C=C(C1)C1=CN=CS1)NC1=NC=CC(=N1)C(F)(F)F (N-[3-methyl-5-(1,3-thiazol-5-yl)phenyl]-4-(trifluoromethyl)pyrimidin-2-amine), C(C)(C)[N-]C(C)C.[Li+] (lithium diisopropylamide). The solvent is C1CCOC1 (THF). Reaction conditions: temperature -78 celsius, time 1 hour. Product: COC1=CC=C(CN2C(C(CCCC2)C=2SC(=CN2)C2=CC(=CC(=C2)NC2=NC=CC(=N2)C(F)(F)F)C)=O)C=C1 (1-(4-methoxybenzyl)-3-[5-(3-methyl-5-{[4-(trifluoromethyl)pyrimidin-2-yl]amino}phenyl)-1,3-thiazol-2-yl]azepan-2-one). Isolated yield 53.1%. Reaction SMILES: [CH3:1][C:2]1[CH:3]=[C:4]([NH:13][C:14]2[N:19]=[C:18]([C:20]([F:23])([F:22])[F:21])[CH:17]=[CH:16][N:15]=2)[CH:5]=[C:6]([C:8]2[S:12][CH:11]=[N:10][CH:9]=2)[CH:7]=1.C([N-]C(C)C)(C)C.[Li+].Br[CH:33]1[CH2:39][CH2:38][CH2:37][CH2:36][N:35]([CH2:40][C:41]2[CH:46]=[CH:45][C:44]([O:47][CH3:48])=[CH:43][CH:42]=2)[C:34]1=[O:49]>C1COCC1>[CH3:48][O:47][C:44]1[CH:43]=[CH:42][C:41]([CH2:40][N:35]2[CH2:36][CH2:37][CH2:38][CH2:39][CH:33]([C:11]3[S:12][C:8]([C:6]4[CH:5]=[C:4]([NH:13][C:14]5[N:19]=[C:18]([C:20]([F:21])([F:23])[F:22])[CH:17]=[CH:16][N:15]=5)[CH:3]=[C:2]([CH3:1])[CH:7]=4)=[CH:9][N:10]=3)[C:34]2=[O:49])=[CH:46][CH:45]=1 |f:1.2|. Procedure details: To a solution of N-[3-methyl-5-(1,3-thiazol-5-yl)phenyl]-4-(trifluoromethyl)pyrimidin-2-amine (INTERMEDIATE 4, 150 mg, 0.446 mmol) in THF (5 ml) at −78° C., was added lithium diisopropylamide (1.8M in tetrahydrofuran, 0.75 ml, 1.350 mmol). The mixture was stirred at −78° C. for 1 h, and 3-bromo-1-(4-methoxybenzyl)azepan-2-one (146 mg, 0.468 mmol) was added. The mixture was stirred at −78° C. for 2 hr, and the reaction was quenched with saturated aqueous ammonium chloride solution and extracted w...